This data is from the Open Reaction Database (ORD), a public repository of structured organic reaction records. The task is: describe an organic reaction: reactants, conditions, products, and yield Starting materials: C(C)N (ethylamine), ClC1=NC(=NC(=N1)Cl)N1C(CCCC1(C)C)(C)C (2,4-dichloro-6-(2,2,6,6-tetramethylpiperidin-1-yl)-1,3,5-triazine), O (water). Solvent: C(C)O (ethanol). Run at time 12 hour. The product is ClC1=NC(=NC(=N1)NCC)N1C(CCCC1(C)C)(C)C (2-Chloro-4-ethylamino-6-(2,2,6,6-tetramethylpiperidin-1-yl)-1,3,5-triazine). As a reaction SMILES: [CH2:1]([NH2:3])[CH3:2].[Cl:4][C:5]1[N:10]=[C:9](Cl)[N:8]=[C:7]([N:12]2[C:17]([CH3:19])([CH3:18])[CH2:16][CH2:15][CH2:14][C:13]2([CH3:21])[CH3:20])[N:6]=1.O>C(O)C>[Cl:4][C:5]1[N:10]=[C:9]([NH:3][CH2:1][CH3:2])[N:8]=[C:7]([N:12]2[C:17]([CH3:19])([CH3:18])[CH2:16][CH2:15][CH2:14][C:13]2([CH3:21])[CH3:20])[N:6]=1. Reported procedure: 15 g of a 70% aqueous ethylamine solution is added to 28.9 g of 2,4-dichloro-6-(2,2,6,6-tetramethylpiperidin-1-yl)-1,3,5-triazine (prepared according to Example 1) in 250 ml of ethanol at room temperature. The temperature climbs rapidly to about 35°. The mixture is subsequently stirred at 55° for 12 hours, 25 ml of water are added and the mixture is cooled to 5°. The resulting precipitate is filtered off, washed with 200 ml of water and dried. 2-Chloro-4-ethylamino-6-(2,2,6,6-tetramethylpiperidi... Reactants: C(C1=CC=CC=C1)(C1=CC=CC=C1)=N (Benzophenone imine), Cl.NCC(=O)OCC (ethyl glycinate hydrochloride). Solvent: ClCCl (dichloromethane). Run at time 8 hour. Yields the product C1(=CC=CC=C1)C(=NCC(=O)OCC)C1=CC=CC=C1 (Ethyl N-diphenylmethyleneglycinate). Reaction SMILES: [C:1](=[NH:14])([C:8]1[CH:13]=[CH:12][CH:11]=[CH:10][CH:9]=1)[C:2]1[CH:7]=[CH:6][CH:5]=[CH:4][CH:3]=1.Cl.N[CH2:17][C:18]([O:20][CH2:21][CH3:22])=[O:19]>ClCCl>[C:2]1([C:1]([C:8]2[CH:9]=[CH:10][CH:11]=[CH:12][CH:13]=2)=[N:14][CH2:17][C:18]([O:20][CH2:21][CH3:22])=[O:19])[CH:7]=[CH:6][CH:5]=[CH:4][CH:3]=1 |f:1.2|. Procedure details: Benzophenone imine (100 g, 0.54 mol), and 78.4 g, 0.56 mol) ethyl glycinate hydrochloride are combined in 2 L of dichloromethane and stirred overnight at room temperature. A precipitate (ammonium chloride) is filtered and the solution washed with water, dried over magnesium sulfate, and concentrated. The residual oil is dissolved in 200 mL of boiling diethyl ether, cooled to room temperature, and diluted with 600 mL of hexane. Some seed crystals from a previous experiment are added and the mixtu...